From a dataset of the Open Reaction Database (ORD), a public repository of structured organic reaction records. describe an organic reaction: reactants, conditions, products, and yield Starting materials: acid chloride, C(C1=CC=CC=C1)(=O)Cl (benzoyl chloride), NCCOC1=C(C#N)C=C(C(=N1)C1=C(C=C(C=C1)Cl)Cl)C1=CC=C(C=C1)Cl (2-(2-Aminoethoxy)-5-(4-chlorophenyl)-6-(2,4-dichlorophenyl)nicotinonitrile). The product is ClC1=CC=C(C=C1)C=1C=C(C(=NC1C1=C(C=C(C=C1)Cl)Cl)OCCNC(C1=CC=CC=C1)=O)C#N (N-(2-{[5-(4-Chlorophenyl)-3-cyano-6-(2,4-dichlorophenyl)pyridin-2-yl]oxy}ethyl)benzamide). As a reaction SMILES: [C:1](Cl)(=[O:8])[C:2]1[CH:7]=[CH:6][CH:5]=[CH:4][CH:3]=1.[NH2:10][CH2:11][CH2:12][O:13][C:14]1[N:21]=[C:20]([C:22]2[CH:27]=[CH:26][C:25]([Cl:28])=[CH:24][C:23]=2[Cl:29])[C:19]([C:30]2[CH:35]=[CH:34][C:33]([Cl:36])=[CH:32][CH:31]=2)=[CH:18][C:15]=1[C:16]#[N:17]>>[Cl:36][C:33]1[CH:32]=[CH:31][C:30]([C:19]2[CH:18]=[C:15]([C:16]#[N:17])[C:14]([O:13][CH2:12][CH2:11][NH:10][C:1](=[O:8])[C:2]3[CH:7]=[CH:6][CH:5]=[CH:4][CH:3]=3)=[N:21][C:20]=2[C:22]2[CH:27]=[CH:26][C:25]([Cl:28])=[CH:24][C:23]=2[Cl:29])=[CH:35][CH:34]=1. Procedure: In the following Examples 28-31, the procedure described in Example 27 was repeated but substituting the appropriate acid chloride for benzoyl chloride in the reaction with 2-(2-aminoethoxy)-5-(4-chlorophenyl)-6-(2,4-dichlorophenyl)-nicotinonitrile from Example 26 to afford the following compounds: Reported procedure: A mixture of 2.0 g (0.00702 mole) of 3-[6-chloro-5-(1,1-dimethylethyl)-3-pyridazinyl]-4-hydroxy-1-methyl-2-imidazolidinone, 2.0 ml of concentrated ammonium hydroxide, 300 milligrams (mg) of 10% palladium on carbon, and 100 ml of 2B ethanol was placed on a Parr shaker apparatus at 50 pounds of hydrogen. After one hour, when the consumption of hydrogen exceeded the theoretical amount, the mixture was filtered and concentrated, giving 2.15 g of a white solid, which was partitioned between 400 ml of... Reaction conditions: time 1 hour. Reagents/catalysts: [Pd] (palladium on carbon). Solvent: C(C)O (ethanol). Starting materials: [H][H] (hydrogen), ClC1=C(C=C(N=N1)N1C(N(CC1O)C)=O)C(C)(C)C (3-[6-chloro-5-(1,1-dimethylethyl)-3-pyridazinyl]-4-hydroxy-1-methyl-2-imidazolidinone), [OH-].[NH4+] (ammonium hydroxide), 2B. The product is CC(C)(C)C=1C=C(N=NC1)N1C(N(CC1O)C)=O (3-[5-(1,1-Dimethylethyl)-3-pyridazinyl]-1-methyl-4-hydroxy-2-imidazolidinone). Reaction SMILES: Cl[C:2]1[N:7]=[N:6][C:5]([N:8]2[CH:12]([OH:13])[CH2:11][N:10]([CH3:14])[C:9]2=[O:15])=[CH:4][C:3]=1[C:16]([CH3:19])([CH3:18])[CH3:17].[OH-].[NH4+].[H][H]>[Pd].C(O)C>[CH3:19][C:16]([C:3]1[CH:4]=[C:5]([N:8]2[CH:12]([OH:13])[CH2:11][N:10]([CH3:14])[C:9]2=[O:15])[N:6]=[N:7][CH:2]=1)([CH3:17])[CH3:18] |f:1.2|. Isolated yield 122.4%. The reactants are C(C)(C)(C)OC(N(C1=CC=NC=C1)CCOC1=CC(=CC(=C1)C(N(C)C1CCCCC1)=O)Cl)=O ({2-[3-chloro-5-(cyclohexyl-methyl-carbamoyl)-phenoxy]-ethyl}-pyridin-4-yl-carbamic acid tert-butyl ester), FC(C(=O)O)(F)F (trifluoroacetic acid). Run in ClCCl (dichloromethane). Conditions: time 2 hour. Yields the product FC(C(=O)O)(F)F.ClC=1C=C(C(=O)N(C)C2CCCCC2)C=C(C1)OCCNC1=CC=NC=C1 (3-Chloro-N-cyclohexyl-N-methyl-5-[2-(pyridin-4-ylamino)-ethoxy]-benzamide trifluoroacetate salt). As a reaction SMILES: C(OC(=O)[N:7]([CH2:14][CH2:15][O:16][C:17]1[CH:22]=[C:21]([C:23](=[O:32])[N:24]([CH:26]2[CH2:31][CH2:30][CH2:29][CH2:28][CH2:27]2)[CH3:25])[CH:20]=[C:19]([Cl:33])[CH:18]=1)[C:8]1[CH:13]=[CH:12][N:11]=[CH:10][CH:9]=1)(C)(C)C.[F:35][C:36]([F:41])([F:40])[C:37]([OH:39])=[O:38]>ClCCl>[F:35][C:36]([F:41])([F:40])[C:37]([OH:39])=[O:38].[Cl:33][C:19]1[CH:20]=[C:21]([CH:22]=[C:17]([O:16][CH2:15][CH2:14][NH:7][C:8]2[CH:9]=[CH:10][N:11]=[CH:12][CH:13]=2)[CH:18]=1)[C:23]([N:24]([CH:26]1[CH2:27][CH2:28][CH2:29][CH2:30][CH2:31]1)[CH3:25])=[O:32] |f:3.4|. Procedure details: A solution of {2-[3-chloro-5-(cyclohexyl-methyl-carbamoyl)-phenoxy]-ethyl}-pyridin-4-yl-carbamic acid tert-butyl ester (0.036 g) in a mixture of dichloromethane (1 ml) and trifluoroacetic acid (1 ml) was stored at room temperature for 2 h and then concentrated under reduced pressure. The residue was subjected to preparative hplc and the title compound (0.024 g) was obtained as a colourless gum by concentration of the required fraction under reduced pressure and drying by repetitive addition of a... Reactants: ClC1=CC=C(C=N1)C(=O)N1CCN(CC1)S(=O)(=O)C1=CC=C(C=C1)C(F)(F)F (1-[(6-chloro-3-pyridinyl)carbonyl]-4-{[4-(trifluoromethyl)phenyl]sulfonyl}piperazine), CNC (dimethylamine). Run in pet. ether, CCOC(=O)C (EtOAc). The product is CN(C1=NC=C(C=C1)C(=O)N1CCN(CC1)S(=O)(=O)C1=CC=C(C=C1)C(F)(F)F)C (N,N-dimethyl-5-[(4-{[4-(trifluoromethyl)phenyl]sulfonyl}-1-piperazinyl)carbonyl]-2-pyridinamine). Yield: 55.2%. Reaction SMILES: Cl[C:2]1[N:7]=[CH:6][C:5]([C:8]([N:10]2[CH2:15][CH2:14][N:13]([S:16]([C:19]3[CH:24]=[CH:23][C:22]([C:25]([F:28])([F:27])[F:26])=[CH:21][CH:20]=3)(=[O:18])=[O:17])[CH2:12][CH2:11]2)=[O:9])=[CH:4][CH:3]=1.[CH3:29][NH:30][CH3:31]>CCOC(C)=O>[CH3:29][N:30]([CH3:31])[C:2]1[CH:3]=[CH:4][C:5]([C:8]([N:10]2[CH2:15][CH2:14][N:13]([S:16]([C:19]3[CH:24]=[CH:23][C:22]([C:25]([F:28])([F:27])[F:26])=[CH:21][CH:20]=3)(=[O:18])=[O:17])[CH2:12][CH2:11]2)=[O:9])=[CH:6][N:7]=1. Reported procedure: A solution of 1-[(6-chloro-3-pyridinyl)carbonyl]-4-{[4-(trifluoromethyl)phenyl]sulfonyl}piperazine (may be prepared as described in Example 51) (300 mg, 0.692 mmol) and dimethylamine (2M, 0.35 ml, 6.921 mmol) was irradiated to 100° C. for 3 h. The mixture was concentrated under vacuum, re-dissolved in DCM (20 ml), washed with water (3×10 ml), dried (Na2SO4) and concentrated under vacuum to leave the crude product. Flash chromatography (silica; 50% EtOAc in pet. ether) gave the title compound as ... Reactants: [BH4-].[Na+] (NaBH4), CC1(CCN(CC1)C1=CC=C(C=C1)C(=O)NS(=O)(=O)C1=CC(=C(C=C1)NCCSC1=CC=CC=C1)[N+](=O)[O-])C(=O)O (4-methyl-1-(4-((((3-nitro-4-((2-(phenylthio)ethyl)amino)phenyl)sulfonyl)amino)carbonyl)phenyl)piperidine-4-carboxlic acid), CN1CCOCC1 (4-methylmorpholine), ClC(=O)OCC(C)C (isobutyl chloroformate). Run in O (water), COCCOC (DME). Reaction conditions: temperature -15 celsius, time 15 minute. Product: OCC1(CCN(CC1)C1=CC=C(C(=O)NS(=O)(=O)C2=CC(=C(C=C2)NCCSC2=CC=CC=C2)[N+](=O)[O-])C=C1)C (N-(4-(4-(hydroxymethyl)-4-methylpiperidin-1-yl)benzoyl)-3-nitro-4-((2-(phenylthio)ethyl)amino)benzenesulfonamide). RXN SMILES: [CH3:1][C:2]1([C:39](O)=[O:40])[CH2:7][CH2:6][N:5]([C:8]2[CH:13]=[CH:12][C:11]([C:14]([NH:16][S:17]([C:20]3[CH:25]=[CH:24][C:23]([NH:26][CH2:27][CH2:28][S:29][C:30]4[CH:35]=[CH:34][CH:33]=[CH:32][CH:31]=4)=[C:22]([N+:36]([O-:38])=[O:37])[CH:21]=3)(=[O:19])=[O:18])=[O:15])=[CH:10][CH:9]=2)[CH2:4][CH2:3]1.CN1CCOCC1.ClC(OCC(C)C)=O.[BH4-].[Na+]>O.COCCOC>[OH:40][CH2:39][C:2]1([CH3:1])[CH2:3][CH2:4][N:5]([C:8]2[CH:13]=[CH:12][C:11]([C:14]([NH:16][S:17]([C:20]3[CH:25]=[CH:24][C:23]([NH:26][CH2:27][CH2:28][S:29][C:30]4[CH:35]=[CH:34][CH:33]=[CH:32][CH:31]=4)=[C:22]([N+:36]([O-:38])=[O:37])[CH:21]=3)(=[O:19])=[O:18])=[O:15])=[CH:10][CH:9]=2)[CH2:6][CH2:7]1 |f:3.4|. Procedure: A solution of Example 532H (35 mg, 0.06 mmol), 4-methylmorpholine (0.007 mL, 0.06 mmol), and DME (0.3 mL) at −15° C. was treated dropwise with isobutyl chloroformate (0.008 mL, 0.06 mmol), stirred for 15 minutes, and filtered. The filter cake was washed with DME and the filtrate and washings were combined. The solution was cooled to −15° C., treated sequentially with NaBH4 (3.5 mg, 0.09 mmol) water (0.03 mL), and additional water (50 mL), and extracted with dichloromethane. The combined extracts... Starting materials: ice, di-t-butyl azodicarbonate, C(C)(C)(C)OC(=O)N1[C@H](CC1)CO (1-t-butoxycarbonyl-2-(R)-hydroxymethylazetidine), CC1=NC=CC=C1O (2-methyl-3-hydroxypyridine), CCOC(=O)/N=N/C(=O)OCC (DEAD). Yields the product CC1=NC=CC=C1OC[C@@H]1N(CC1)C(=O)OC(C)(C)C (2-methyl-3-(N-t-butoxycarbonyl-2-(R)-azetidinylmethoxy)pyridine). Isolated yield 55.4%. RXN SMILES: [C:1]([O:5][C:6]([N:8]1[CH2:11][CH2:10][C@@H:9]1[CH2:12][OH:13])=[O:7])([CH3:4])([CH3:3])[CH3:2].[CH3:14][C:15]1[C:20](O)=[CH:19][CH:18]=[CH:17][N:16]=1.CCOC(/N=N/C(OCC)=O)=O>>[CH3:14][C:15]1[C:20]([O:13][CH2:12][C@H:9]2[CH2:10][CH2:11][N:8]2[C:6]([O:5][C:1]([CH3:4])([CH3:3])[CH3:2])=[O:7])=[CH:19][CH:18]=[CH:17][N:16]=1. Procedure details: An ice cooled solution of the compound from step 41a (0.151 g, 0.81 mmol) was allowed to react with 2-methyl-3-hydroxypyridine (0.092 g, 0.85 mmol) under the conditions of Example 2a, except that DEAD was replaced by di-t-butyl azodicarbonate, to yield the title compound (0.125 g, 55%). MS (DCI/NH3) m/e: 279 (M+H)+. 1H NMR (CDCl3, 300 MHz) δ: 8.11 (dd J=4.6, 1.3 Hz, 1H), 7.20-7.10 (m, 2H), 4.54-4.53 (m, 1H), 4.36-4.35 (m, 1H), 4.09 (dd, J=10.0, 2.6 Hz, 1H), 3.95-3.88 (m, 2H), 2.55 (s, 3H), 2.42-...